This data is from the Open Reaction Database (ORD), a public repository of structured organic reaction records. The task is: describe an organic reaction: reactants, conditions, products, and yield Reactants: C(C)(C)(C)OC(NC(CC1=CNC2=C(C=CC=C12)O)(C)C)=O ([2-(7-Hydroxy-1H-indol-3-yl)-1,1-dimethyl-ethyl]-carbamic acid tert-butyl ester), [H-].[Na+] (sodium hydride), O (Water), ClC1=C(C#N)C=CC=N1 (2-Chloro-nicotinonitrile). Solvent: CN(C=O)C (dimethylformamide). Conditions: time 25 minute. The product is C(C)(C)(C)OC(NC(CC1=CNC2=C(C=CC=C12)OC1=NC=CC=C1C#N)(C)C)=O ({2-[7-(3-cyano-pyridin-2-yloxy)-1H-indol-3-yl]-1,1-dimethyl-ethyl}-carbamic acid tert-butyl ester). Isolated yield 95.7%. RXN SMILES: [C:1]([O:5][C:6](=[O:22])[NH:7][C:8]([CH3:21])([CH3:20])[CH2:9][C:10]1[C:18]2[C:13](=[C:14]([OH:19])[CH:15]=[CH:16][CH:17]=2)[NH:12][CH:11]=1)([CH3:4])([CH3:3])[CH3:2].[H-].[Na+].Cl[C:26]1[N:33]=[CH:32][CH:31]=[CH:30][C:27]=1[C:28]#[N:29].O>CN(C)C=O>[C:1]([O:5][C:6](=[O:22])[NH:7][C:8]([CH3:21])([CH3:20])[CH2:9][C:10]1[C:18]2[C:13](=[C:14]([O:19][C:26]3[C:27]([C:28]#[N:29])=[CH:30][CH:31]=[CH:32][N:33]=3)[CH:15]=[CH:16][CH:17]=2)[NH:12][CH:11]=1)([CH3:4])([CH3:2])[CH3:3] |f:1.2|. Reported procedure: To a solution of [2-(7-Hydroxy-1H-indol-3-yl)-1,1-dimethyl-ethyl]-carbamic acid tert-butyl ester (274 mg, 0.900 mmol) in dimethylformamide (15 mL) is added sodium hydride (26 mg, 1.07 mmol). The mixture is stirred at ambient temperature for 25 minutes under nitrogen. 2-Chloro-nicotinonitrile (187 mg, 1.35 mmol) is added and the mixture is heated in an oil bath to eighty degrees Celsius for 15 hours, under nitrogen. Water (50 ml) is added to quench the reaction and the mixture is extracted three ... Starting materials: BrC1=CC(=C(S1)C)CC1=CC=C(C=C1)OC (5-bromo-3-(4-methoxybenzyl)-2-methylthiophene), [Na+].[I-] (NaI), CNCCNC (N1,N2-dimethylethane-1,2-diamine). The reagents and catalysts are [Cu]I (CuI). The solvent is O1CCOCC1 (1.4-dioxane). Reaction conditions: temperature 120 celsius, time 18 hour. The product is IC1=CC(=C(S1)C)CC1=CC=C(C=C1)OC (5-iodo-3-(4-methoxybenzyl)-2-methylthiophene). As a reaction SMILES: Br[C:2]1[S:6][C:5]([CH3:7])=[C:4]([CH2:8][C:9]2[CH:14]=[CH:13][C:12]([O:15][CH3:16])=[CH:11][CH:10]=2)[CH:3]=1.[Na+].[I-:18].CNCCNC>O1CCOCC1.[Cu]I>[I:18][C:2]1[S:6][C:5]([CH3:7])=[C:4]([CH2:8][C:9]2[CH:14]=[CH:13][C:12]([O:15][CH3:16])=[CH:11][CH:10]=2)[CH:3]=1 |f:1.2|. Procedure details: To a solution of bromide 10 (1.5 g, 5.05 mmol) in 1.4-dioxane (10 mL) were added NaI (1.5 g, 10.1 mmol), CuI (0.1 g, 0.51 mmol) and N1,N2-dimethylethane-1,2-diamine (0.11 mL, 1.01 mmol) at room temperature. The reaction mixture was evacuated and backfilled with nitrogen. The mixture was stirred 120° C. for 18 hours. The mixture was cooled to room temperature and filtered off through celite. The filtrate was extracted with EtOAc/H2O (50 mL/50 mL). The organic layer was dried over MgSO4, filtered,... The reactants are ClC1=C(C=C(N)C=C1)C1=NC=CC=C1 (4-chloro-3-(pyridin-2-yl)aniline), C(C)(C)(C)OC(=O)NCC1=CC(=C(C(=O)O)C=C1)Cl (4-((tert-butoxycarbonylamino)methyl)-2-chlorobenzoic acid). Yields the product ClC=1C=C(CNC(OC(C)(C)C)=O)C=CC1C(NC1=CC(=C(C=C1)Cl)C1=NC=CC=C1)=O (tert-butyl 3-chloro-4-(4-chloro-3-(pyridin-2-yl)phenylcarbamoyl)benzylcarbamate). RXN SMILES: [Cl:1][C:2]1[CH:8]=[CH:7][C:5]([NH2:6])=[CH:4][C:3]=1[C:9]1[CH:14]=[CH:13][CH:12]=[CH:11][N:10]=1.[C:15]([O:19][C:20]([NH:22][CH2:23][C:24]1[CH:32]=[CH:31][C:27]([C:28](O)=[O:29])=[C:26]([Cl:33])[CH:25]=1)=[O:21])([CH3:18])([CH3:17])[CH3:16]>>[Cl:33][C:26]1[CH:25]=[C:24]([CH:32]=[CH:31][C:27]=1[C:28](=[O:29])[NH:6][C:5]1[CH:7]=[CH:8][C:2]([Cl:1])=[C:3]([C:9]2[CH:14]=[CH:13][CH:12]=[CH:11][N:10]=2)[CH:4]=1)[CH2:23][NH:22][C:20](=[O:21])[O:19][C:15]([CH3:18])([CH3:17])[CH3:16]. Procedure: 75 mg of 4-chloro-3-(pyridin-2-yl)aniline was coupled to 4-((tert-butoxycarbonylamino)methyl)-2-chlorobenzoic acid via Procedure G to yield tert-butyl 3-chloro-4-(4-chloro-3-(pyridin-2-yl)phenylcarbamoyl)benzylcarbamate. Tert-butyl 3-chloro-4-(4-chloro-3-(pyridin-2-yl)phenylcarbamoyl)benzylcarbamate was subsequently treated with 4N HCl in Dioxane to remove the Boc protecting group and form the HCl salt of 4-(aminomethyl)-2-chloro-N-(4-chloro-3-(pyridin-2-yl)phenyl)benzamide. 54 mg of the crude H... Starting materials: COC(=O)C(C)N(CC=O)C(=O)OCc1ccccc1, COC(=O)C(C)(C)CCN, Cl. Product: COC(=O)C(C)(C)CCN1CCN(C(=O)OCc2ccccc2)C(C)C1=O. As a reaction SMILES: [CH3:1][O:2][C:3]([CH:4]([CH3:5])[N:6]([CH2:7][CH:8]=[O:9])[C:10](=[O:11])[O:12][CH2:13][c:14]1[cH:15][cH:16][cH:17][cH:18][cH:19]1)=[O:20].[CH3:21][O:22][C:23]([C:24]([CH2:25][CH2:26][NH2:27])([CH3:28])[CH3:29])=[O:30].[ClH:31]>>[C:3]1(=[O:20])[CH:4]([CH3:5])[N:6]([C:10](=[O:11])[O:12][CH2:13][c:14]2[cH:15][cH:16][cH:17][cH:18][cH:19]2)[CH2:7][CH2:8][N:27]1[CH2:26][CH2:25][C:24]([C:23]([O:22][CH3:21])=[O:30])([CH3:28])[CH3:29]. The reactants are C(=O)(OC)C1=CC=C(C=O)C=C1 (4-carbomethoxybenzaldehyde), C(=O)C=P(C1=CC=CC=C1)(C1=CC=CC=C1)C1=CC=CC=C1 (formylmethylenetriphenylphosphorane), C(C1=CC=CC=C1)(=O)O (benzoic acid). The solvent is C1CCOC1 (THF). The product is C(=O)(OC)C1=CC=C(C=CC=O)C=C1 (4-Carbomethoxycinnamaldehyde). Isolated yield 37.9%. Reaction SMILES: [C:1]([C:5]1[CH:12]=[CH:11][C:8]([CH:9]=O)=[CH:7][CH:6]=1)([O:3][CH3:4])=[O:2].[CH:13]([CH:15]=P(C1C=CC=CC=1)(C1C=CC=CC=1)C1C=CC=CC=1)=[O:14].C(O)(=O)C1C=CC=CC=1>C1COCC1>[C:1]([C:5]1[CH:12]=[CH:11][C:8]([CH:9]=[CH:15][CH:13]=[O:14])=[CH:7][CH:6]=1)([O:3][CH3:4])=[O:2]. Procedure: A solution of 0.21 g (1.25 mmoles) of 4-carbomethoxybenzaldehyde, 0.42 g (1.25 mmoles) of formylmethylenetriphenylphosphorane and a catalytic amount of benzoic acid in 25 ml of THF was refluxed under nitrogen for 18 hours. The THF was evaporated and the recovered gum extracted repeatedly with ether. The combined ether extracts were evaporated. Flash chromatography on silica gel with 50% CH2Cl2 /hexane up to 100% CH2Cl2 gave 90 mg of a white solid.